From a dataset of the Open Reaction Database (ORD), a public repository of structured organic reaction records. describe an organic reaction: reactants, conditions, products, and yield The reactants are [N+](=O)([O-])C1=CC=C(C=C1)O (4-nitrophenol), C1(=CC=CC=C1)P(C1=CC=CC=C1)C1=CC=CC=C1 (triphenyl phosphine), C(C1=CC=CC=C1)N1CCC(CC1)O (1-benzyl-4-hydroxypiperidine), N(=NC(=O)OC(C)C)C(=O)OC(C)C (diisopropyl azodicarboxylate). The solvent is C1CCOC1 (THF), O (water). Conditions: time 17.5 hour. The product is C(C1=CC=CC=C1)N1CCC(CC1)OC1=CC=C(C=C1)[N+](=O)[O-] (1-benzyl-4-(4-nitro-phenoxy)-piperidine). Isolated yield 35.0%. Reaction SMILES: [N+:1]([C:4]1[CH:9]=[CH:8][C:7]([OH:10])=[CH:6][CH:5]=1)([O-:3])=[O:2].C1(P(C2C=CC=CC=2)C2C=CC=CC=2)C=CC=CC=1.[CH2:30]([N:37]1[CH2:42][CH2:41][CH:40](O)[CH2:39][CH2:38]1)[C:31]1[CH:36]=[CH:35][CH:34]=[CH:33][CH:32]=1.N(C(OC(C)C)=O)=NC(OC(C)C)=O>C1COCC1.O>[CH2:30]([N:37]1[CH2:42][CH2:41][CH:40]([O:10][C:7]2[CH:8]=[CH:9][C:4]([N+:1]([O-:3])=[O:2])=[CH:5][CH:6]=2)[CH2:39][CH2:38]1)[C:31]1[CH:36]=[CH:35][CH:34]=[CH:33][CH:32]=1. Procedure: A chilled solution of 4-nitrophenol (1.14 g, 8.12 mmol), triphenyl phosphine (3.21, 12.2 mmol) and 1-benzyl-4-hydroxypiperidine (2.6 g, 14 mmol) in THF was treated with diisopropyl azodicarboxylate (DIAD) (2.4 mL, 12 mmol), stirred at ambient temperatures, under nitrogen, for 17.5 hours, poured into excess water and extracted with ethyl acetate. The extracts were combined, washed with brine, dried over anhydrous magnesium sulfate and concentrated in vacuo. The resultant residue was purified by f...